From a dataset of the Open Reaction Database (ORD), a public repository of structured organic reaction records. describe an organic reaction: reactants, conditions, products, and yield Reactants: FC1=CC=C(C(=O)\N=C\2/NC3=C(N2[C@H]2CC[C@H](CC2)C(=O)Cl)C=C(C=C3)CN3CCOCC3)C=C1 (cis-4-((E)-2-(4-fluorobenzoylimino)-6-(morpholinomethyl)-2,3-dihydro-1H-benzo[d]imidazol-1-yl)cyclohexanecarbonyl chloride), N (ammonia). Run in CO (MeOH). The product is C(N)(=O)[C@H]1CC[C@H](CC1)N1\C(\NC2=C1C=C(C=C2)CN2CCOCC2)=N\C(C2=CC=C(C=C2)F)=O ((E)-N-(1-(cis-4-Carbamoylcyclohexyl)-6-(morpholinomethyl)-1H-benzo[d]imidazol-2(3H)-ylidene)-4-fluorobenzamide), FC1=CC=C(C(=O)/N=C/2\NC3=C(N2[C@@H]2CC[C@@H](CC2)C(NC(CO)(C)C)=O)C=C(C=C3)CN3CCOCC3)C=C1 ((E)-4-fluoro-N-(1-(cis-4-(1-hydroxy-2-methylpropan-2-ylcarbamoyl)cyclohexyl)-6-(morpholinomethyl)-1H-benzo[d]imidazol-2(3H)-ylidene)benzamide). The yield is 40.0%. RXN SMILES: [F:1][C:2]1[CH:35]=[CH:34][C:5]([C:6](/[N:8]=[C:9]2\[NH:10][C:11]3[CH:26]=[CH:25][C:24]([CH2:27][N:28]4[CH2:33][CH2:32][O:31][CH2:30][CH2:29]4)=[CH:23][C:12]=3[N:13]\2[C@@H:14]2[CH2:19][CH2:18][C@H:17]([C:20](Cl)=[O:21])[CH2:16][CH2:15]2)=[O:7])=[CH:4][CH:3]=1.[NH3:36]>CO>[C:20]([C@@H:17]1[CH2:18][CH2:19][C@H:14]([N:13]2[C:12]3[CH:23]=[C:24]([CH2:27][N:28]4[CH2:33][CH2:32][O:31][CH2:30][CH2:29]4)[CH:25]=[CH:26][C:11]=3[NH:10]/[C:9]/2=[N:8]\[C:6](=[O:7])[C:5]2[CH:34]=[CH:35][C:2]([F:1])=[CH:3][CH:4]=2)[CH2:15][CH2:16]1)(=[O:21])[NH2:36].[F:1][C:2]1[CH:35]=[CH:34][C:5]([C:6](/[N:8]=[C:9]2\[NH:10][C:11]3[CH:26]=[CH:25][C:24]([CH2:27][N:28]4[CH2:33][CH2:32][O:31][CH2:30][CH2:29]4)=[CH:23][C:12]=3[N:13]\2[C@H:14]2[CH2:19][CH2:18][C@@H:17]([C:20](=[O:21])[NH:36][C:5]([CH3:34])([CH3:4])[CH2:6][OH:7])[CH2:16][CH2:15]2)=[O:7])=[CH:4][CH:3]=1. Procedure details: The title compound was prepared from cis-4-((E)-2-(4-fluorobenzoylimino)-6-(morpholinomethyl)-2,3-dihydro-1H-benzo[d]imidazol-1-yl)cyclohexanecarbonyl chloride and 1 M ammonia in MeOH using a method analogous to that used in the preparation of (E)-4-fluoro-N-(1-(cis-4-(1-hydroxy-2-methylpropan-2-ylcarbamoyl)cyclohexyl)-6-(morpholinomethyl)-1H-benzo[d]imidazol-2(3H)-ylidene)benzamide (19.5 mg, 40% yield). MS, m/z (C26H30FN5O3): calcd, 479.2. found, 480.2 [M+H]. Reactants: BrC(C(=O)OCC)C1=C(C(=O)OCC)C=CC=C1 (ethyl 2-[1-bromo-2-(ethyloxy)-2-oxoethyl]benzoate), solution, C(C)N (ethylamine). Solvent: O1CCCC1 (tetrahydrofuran), O1CCCC1 (tetrahydrofuran). Conditions: temperature 20 celsius, time 48 hour. Product: C(C)N1C(C2=CC=CC=C2C1=O)C(=O)OCC (ethyl 2-ethyl-3-oxo-2,3-dihydro-1H-isoindole-1-carboxylate). As a reaction SMILES: Br[CH:2]([C:8]1[CH:18]=[CH:17][CH:16]=[CH:15][C:9]=1[C:10]([O:12]CC)=O)[C:3]([O:5][CH2:6][CH3:7])=[O:4].[CH2:19]([NH2:21])[CH3:20]>O1CCCC1>[CH2:19]([N:21]1[C:10](=[O:12])[C:9]2[C:8](=[CH:18][CH:17]=[CH:16][CH:15]=2)[CH:2]1[C:3]([O:5][CH2:6][CH3:7])=[O:4])[CH3:20]. Reported procedure: A solution of ethyl 2-[1-bromo-2-(ethyloxy)-2-oxoethyl]benzoate (2.11 g, 6.7 mmol) in anhydrous tetrahydrofuran (200 ml) was treated with a 2M solution of ethylamine in tetrahydrofuran (8 ml, 16 mmol) and stirred at 20° C. for 48 hrs. The tetrahydrofuran was removed by evaporation and then the residue was taken up in ethyl acetate (150 ml) and water (150 ml). The aqueous phase was separated and extracted with more ethyl acetate (100 ml) and then the combined organic fractions was washed with sat... The reactants are Cl (HCl), O1CCOCC1 (dioxane), ON1C(C=2C(C1=O)=CC=CC2)=O (N-Hydroxyphthalimide), C1(=CC=CC=C1)P(C1=CC=CC=C1)C1=CC=CC=C1 (triphenylphosphine), alcohol, [BH4-].[Na+] (Sodium borohydride), FC1=CC(=C(C=O)C=C1)OC (4-Fluoro-2-methoxybenzaldehyde), N(=NC(=O)OC(C)C)C(=O)OC(C)C (diisopropyl azodicarboxylate). Run in O (Water), C1CCOC1 (THF), CO (methanol). Conditions: temperature 0 celsius, time 1 hour. The product is Cl.FC1=CC(=C(CON)C=C1)OC (O-(4-Fluoro-2-methoxy-benzyl)-hydroxylamine hydrochloride). As a reaction SMILES: [F:1][C:2]1[CH:9]=[CH:8][C:5]([CH:6]=[O:7])=[C:4]([O:10][CH3:11])[CH:3]=1.[BH4-].[Na+].O[N:15]1C(=O)C2=CC=CC=C2C1=O.C1(P(C2C=CC=CC=2)C2C=CC=CC=2)C=CC=CC=1.N(C(OC(C)C)=O)=NC(OC(C)C)=O.[ClH:59].O1CCOCC1>CO.C1COCC1.O>[ClH:59].[F:1][C:2]1[CH:9]=[CH:8][C:5]([CH2:6][O:7][NH2:15])=[C:4]([O:10][CH3:11])[CH:3]=1 |f:1.2,11.12|. Procedure details: 4-Fluoro-2-methoxybenzaldehyde (Fluorochem, 4.5 g) was dissolved in methanol (40 ml) and cooled to 0° C. Sodium borohydride (1.1 g) was added and the mixture was stirred for 1 hour. Water (200 ml) was added and the mixture was concentrated under reduced pressure (ca. 100 ml). The resulting precipitate was isolated by filtration, washed with water and dried under vacuum and gave 4-fluoro-2-methoxy-phenyl)-methanol (3.76 g). This alcohol (3.76 g) was dissolved in THF (100 ml) and N-Hydroxyphthalim... Starting materials: CCN=C=NCCCN(C)C, COc1ccccc1CN, CCN(C(C)C)C(C)C, Cl, O=C1Cc2cc(C(=O)O)ccc2N1. Yields the product COc1ccccc1CNC(=O)c1ccc2c(c1)CC(=O)N2. As a reaction SMILES: [CH3:15][N:16]([CH3:17])[CH2:18][CH2:19][CH2:20][N:21]=[C:22]=[N:23][CH2:24][CH3:25].[CH3:35][O:36][c:37]1[c:38]([CH2:39][NH2:40])[cH:41][cH:42][cH:43][cH:44]1.[CH:26]([N:27]([CH:28]([CH3:29])[CH3:30])[CH2:31][CH3:32])([CH3:33])[CH3:34].[ClH:14].[O:1]=[C:2]1[NH:3][c:4]2[cH:5][cH:6][c:7]([C:11](=[O:12])[OH:13])[cH:8][c:9]2[CH2:10]1>>[O:1]=[C:2]1[NH:3][c:4]2[cH:5][cH:6][c:7]([C:11](=[O:13])[NH:40][CH2:39][c:38]3[c:37]([O:36][CH3:35])[cH:44][cH:43][cH:42][cH:41]3)[cH:8][c:9]2[CH2:10]1. Starting materials: C(N)(=N)C1=CC=C(C=C1)NCC=1OC2=C(C1C)C=CC(=C2)N(CC(=O)OCC)S(=O)(=O)C=2C=CC=C1CCCNC21 (2-[N-(4-amidinophenyl)-aminomethyl]-3-methyl-6-[N-(ethoxycarbonylmethyl)-1,2,3,4-tetrahydro-quinoline-8-sulphonylamino]-benzofuran), [OH-].[Na+] (sodium hydroxide). The product is C(N)(=N)C1=CC=C(C=C1)NCC=1OC2=C(C1C)C=CC(=C2)N(CC(=O)O)S(=O)(=O)C=2C=CC=C1CCCNC21 (2-[N-(4-Amidinophenyl)-aminomethyl]-3-methyl-6-[N-(hydroxycarbonylmethyl)-1,2,3,4-tetrahydro-quinoline-8-sulphonylamino]-benzofuran). RXN SMILES: [C:1]([C:4]1[CH:9]=[CH:8][C:7]([NH:10][CH2:11][C:12]2[O:13][C:14]3[CH:21]=[C:20]([N:22]([S:29]([C:32]4[CH:33]=[CH:34][CH:35]=[C:36]5[C:41]=4[NH:40][CH2:39][CH2:38][CH2:37]5)(=[O:31])=[O:30])[CH2:23][C:24]([O:26]CC)=[O:25])[CH:19]=[CH:18][C:15]=3[C:16]=2[CH3:17])=[CH:6][CH:5]=1)(=[NH:3])[NH2:2].[OH-].[Na+]>>[C:1]([C:4]1[CH:9]=[CH:8][C:7]([NH:10][CH2:11][C:12]2[O:13][C:14]3[CH:21]=[C:20]([N:22]([S:29]([C:32]4[CH:33]=[CH:34][CH:35]=[C:36]5[C:41]=4[NH:40][CH2:39][CH2:38][CH2:37]5)(=[O:31])=[O:30])[CH2:23][C:24]([OH:26])=[O:25])[CH:19]=[CH:18][C:15]=3[C:16]=2[CH3:17])=[CH:6][CH:5]=1)(=[NH:2])[NH2:3] |f:1.2|. Reported procedure: Prepared analogously to Example 3 from 2-[N-(4-amidinophenyl)-aminomethyl]-3-methyl-6-[N-(ethoxycarbonylmethyl)-1,2,3,4-tetrahydro-quinoline-8-sulphonylamino]-benzofuran and sodium hydroxide solution. The reactants are CNc1ccc(N2CCOCC2)nc1, O=C(O)c1cc(-c2ccccc2)oc1C(F)(F)F. The product is O=C(Nc1ccc(N2CCOCC2)nc1)c1cc(-c2ccccc2)oc1C(F)(F)F. RXN SMILES: [CH3:19][NH:20][c:21]1[cH:22][n:23][c:24]([N:27]2[CH2:28][CH2:29][O:30][CH2:31][CH2:32]2)[cH:25][cH:26]1.[c:1]1(-[c:7]2[cH:8][c:9]([C:16](=[O:17])[OH:18])[c:10]([C:12]([F:13])([F:14])[F:15])[o:11]2)[cH:2][cH:3][cH:4][cH:5][cH:6]1>>[c:1]1(-[c:7]2[cH:8][c:9]([C:16](=[O:18])[NH:20][c:21]3[cH:22][n:23][c:24]([N:27]4[CH2:28][CH2:29][O:30][CH2:31][CH2:32]4)[cH:25][cH:26]3)[c:10]([C:12]([F:13])([F:14])[F:15])[o:11]2)[cH:2][cH:3][cH:4][cH:5][cH:6]1. Starting materials: NC1=NC=C(C=C1I)SC (2-amino-3-iodo-5-methylthiopyridine), C1(=CC=CC=C1)S(=O)(=O)Cl (benzenesulfonyl chloride), C(O)([O-])=O.[Na+] (sodium hydrogencarbonate). Solvent: N1=CC=CC=C1 (pyridine). Run at temperature 60 celsius, time 15 hour. The product is C1(=CC=CC=C1)S(=O)(=O)NC1=NC=C(C=C1I)SC (2-benzenesulfonylamino-3-iodo-5-methylthiopyridine). Isolated yield 56.0%. As a reaction SMILES: [NH2:1][C:2]1[C:7]([I:8])=[CH:6][C:5]([S:9][CH3:10])=[CH:4][N:3]=1.C(=O)([O-])O.[Na+].[C:16]1([S:22](Cl)(=[O:24])=[O:23])[CH:21]=[CH:20][CH:19]=[CH:18][CH:17]=1>N1C=CC=CC=1>[C:16]1([S:22]([NH:1][C:2]2[C:7]([I:8])=[CH:6][C:5]([S:9][CH3:10])=[CH:4][N:3]=2)(=[O:24])=[O:23])[CH:21]=[CH:20][CH:19]=[CH:18][CH:17]=1 |f:1.2|. Reported procedure: To a solution of 2-amino-3-iodo-5-methylthiopyridine (7.63 g) in pyridine (30 ml), benzenesulfonyl chloride (7.9 ml) was added at 15 to 30° C. under nitrogen atmosphere and the mixture was stirred at 60° C. for 15 hours. The reaction solution was then poured into a saturated aqueous sodium hydrogencarbonate solution, extracted with dichloromethane, dried over anhydrous magnesium sulfate, filtered and concentrated under reduced pressure. A solution of the resulting crude bis(benzenesulfonyl) prod...